From a dataset of the Open Reaction Database (ORD), a public repository of structured organic reaction records. describe an organic reaction: reactants, conditions, products, and yield Reactants: Cc1ccccc1, O=C(Cl)CCl, O=[N+]([O-])c1ccc2c(c1)SCCN2. Product: O=C(CCl)N1CCSc2cc([N+](=O)[O-])ccc21. RXN SMILES: [CH3:19][c:20]1[cH:21][cH:22][cH:23][cH:24][cH:25]1.[Cl:1][CH2:2][C:3](=[O:4])[Cl:5].[N+:6](=[O:7])([O-:8])[c:9]1[cH:10][cH:11][c:12]2[c:13]([cH:18]1)[S:14][CH2:15][CH2:16][NH:17]2>>[Cl:1][CH2:2][C:3](=[O:4])[N:17]1[c:12]2[cH:11][cH:10][c:9]([N+:6](=[O:7])[O-:8])[cH:18][c:13]2[S:14][CH2:15][CH2:16]1.